This data is from the Open Reaction Database (ORD), a public repository of structured organic reaction records. The task is: describe an organic reaction: reactants, conditions, products, and yield Reactants: C(C)OC(CCCN(C1CCCC1)C(C1=CC(=CC(=C1)Cl)OCCN(C1=CC=NC=C1)C(=O)OC(C)(C)C)=O)=O (4-({3-[2-(tert-butoxycarbonyl-pyridin-4-yl-amino)ethoxy]-5-chloro-benzoyl}-cyclopentyl-amino)-butyric acid ethyl ester), FC(C(=O)O)(F)F (trifluoroacetic acid). The solvent is ClCCl (dichloromethane). Reaction conditions: time 2 hour. Yields the product FC(C(=O)O)(F)F.C(C)OC(CCCN(C1CCCC1)C(C1=CC(=CC(=C1)OCCNC1=CC=NC=C1)Cl)=O)=O (4-({3-Chloro-5-[2-(pyridin-4-ylamino)-ethoxy]-benzoyl}-cyclopentyl-amino)-butyric acid ethyl ester trifluoroacetate). RXN SMILES: [CH2:1]([O:3][C:4](=[O:40])[CH2:5][CH2:6][CH2:7][N:8]([C:14](=[O:39])[C:15]1[CH:20]=[C:19]([Cl:21])[CH:18]=[C:17]([O:22][CH2:23][CH2:24][N:25](C(OC(C)(C)C)=O)[C:26]2[CH:31]=[CH:30][N:29]=[CH:28][CH:27]=2)[CH:16]=1)[CH:9]1[CH2:13][CH2:12][CH2:11][CH2:10]1)[CH3:2].[F:41][C:42]([F:47])([F:46])[C:43]([OH:45])=[O:44]>ClCCl>[F:41][C:42]([F:47])([F:46])[C:43]([OH:45])=[O:44].[CH2:1]([O:3][C:4](=[O:40])[CH2:5][CH2:6][CH2:7][N:8]([C:14](=[O:39])[C:15]1[CH:16]=[C:17]([O:22][CH2:23][CH2:24][NH:25][C:26]2[CH:27]=[CH:28][N:29]=[CH:30][CH:31]=2)[CH:18]=[C:19]([Cl:21])[CH:20]=1)[CH:9]1[CH2:10][CH2:11][CH2:12][CH2:13]1)[CH3:2] |f:3.4|. Procedure: A solution of crude 4-({3-[2-(tert-butoxycarbonyl-pyridin-4-yl-amino)ethoxy]-5-chloro-benzoyl}-cyclopentyl-amino)-butyric acid ethyl ester (0.020 g) in a mixture of dichloromethane (1 ml) and trifluoroacetic acid (1 ml) was stored at room temperature for 2 h and then concentrated under reduced pressure. The residue was subjected to preparative hplc and the title compound (0.005 g) was obtained as a colourless gum by concentration of the required fraction under reduced pressure and drying by repe... Starting materials: C(C)(C)C=1C=C(C=O)C=C(C1O)C(C)C (3,5-diisopropyl-4-hydroxybenzaldehyde), CN1C(=O)NC(=O)C1 (1-methyl hydantoin). Product: OC1=C(C=C(C=C1C(C)C)C=C1C(NC(N1C)=O)=O)C(C)C (5-[[4-Hydroxy-3,5-bis(1-methylethyl)phenyl]methylene]-1-methyl-2,4-imidazolidinedione). Isolated yield 11.0%. As a reaction SMILES: [CH:1]([C:4]1[CH:5]=[C:6]([CH:9]=[C:10]([CH:13]([CH3:15])[CH3:14])[C:11]=1[OH:12])[CH:7]=O)([CH3:3])[CH3:2].[CH3:16][N:17]1[CH2:23][C:21](=[O:22])[NH:20][C:18]1=[O:19]>>[OH:12][C:11]1[C:4]([CH:1]([CH3:3])[CH3:2])=[CH:5][C:6]([CH:7]=[C:23]2[N:17]([CH3:16])[C:18](=[O:19])[NH:20][C:21]2=[O:22])=[CH:9][C:10]=1[CH:13]([CH3:15])[CH3:14]. Procedure details: Prepared according to the procedure described in Example 92 using 3,5-diisopropyl-4-hydroxybenzaldehyde (2.7 g, 13 mmoles) and 1-methyl hydantoin (1.4 g, 12 mmoles). Recrystallization from acetonitrile gave the pure product (0.4 g), mp 197°-208° C. Reactants: C(C)(=O)OCC=C(C=O)C (4-acetoxy-2-methyl-2-butenal), C1(=CC=CC=C1)S(=O)(=O)C#N (benzenesulfonyl cyanide), B(OCCCC)(OCCCC)OCCCC (tributyl borate), C(CCC)O (1-butanol). Reaction conditions: temperature 108 celsius. Product: C(C)(=O)OC=1C(=NC=C(C1)C)S(=O)(=O)C1=CC=CC=C1 (3-acetoxy-2-benzenesulfonyl-5-methylpyridine). Yield: 22.7%. RXN SMILES: [C:1]([O:4][CH2:5][CH:6]=[C:7]([CH3:10])[CH:8]=O)(=[O:3])[CH3:2].[C:11]1([S:17]([C:20]#[N:21])(=[O:19])=[O:18])[CH:16]=[CH:15][CH:14]=[CH:13][CH:12]=1.B(OCCCC)(OCCCC)OCCCC.C(O)CCC>>[C:1]([O:4][C:5]1[C:20]([S:17]([C:11]2[CH:12]=[CH:13][CH:14]=[CH:15][CH:16]=2)(=[O:19])=[O:18])=[N:21][CH:8]=[C:7]([CH3:10])[CH:6]=1)(=[O:3])[CH3:2]. Procedure: First, 5.0 g (39.6 mmol) of 4-acetoxy-2-methyl-2-butenal, 7.05 g (39.6 mmol) of benzenesulfonyl cyanide, 0.91 g (4.0 mmol) of tributyl borate and 1-butanol (0.59 g, 7.9 mmol) were introduced to a 3-necked flask (100 ml volume) equipped with a thermometer, a magnetic stirrer, a Dean-Stark water type distilling receiver and a condenser tube. Toluene (20 ml) was added as the solvent. Then the mixture was heated under reflux for 22 hours while agitating at an internal temperature of 108° C. in a nit... Reactants: C1CCNCC1, Cc1c(C=O)[nH]c2c1C(=O)N(CCN1CCCC1)CCC2, CO, O=C1Cc2c(cccc2-c2cccc(F)c2F)N1. Product: Cc1c(C=C2C(=O)Nc3cccc(-c4cccc(F)c4F)c32)[nH]c2c1C(=O)N(CCN1CCCC1)CCC2. RXN SMILES: [CH2:40]1[CH2:41][CH2:42][NH:43][CH2:44][CH2:45]1.[CH3:1][c:2]1[c:3]([CH:20]=[O:21])[nH:4][c:5]2[c:6]1[C:7](=[O:19])[N:8]([CH2:12][CH2:13][N:14]1[CH2:15][CH2:16][CH2:17][CH2:18]1)[CH2:9][CH2:10][CH2:11]2.[CH3:46][OH:47].[F:22][c:23]1[c:24](-[c:30]2[c:31]3[c:35]([cH:36][cH:37][cH:38]2)[NH:34][C:33](=[O:39])[CH2:32]3)[cH:25][cH:26][cH:27][c:28]1[F:29]>>[CH3:1][c:2]1[c:3]([CH:20]=[C:32]2[c:31]3[c:30](-[c:24]4[c:23]([F:22])[c:28]([F:29])[cH:27][cH:26][cH:25]4)[cH:38][cH:37][cH:36][c:35]3[NH:34][C:33]2=[O:39])[nH:4][c:5]2[c:6]1[C:7](=[O:19])[N:8]([CH2:12][CH2:13][N:14]1[CH2:15][CH2:16][CH2:17][CH2:18]1)[CH2:9][CH2:10][CH2:11]2. Starting materials: C(C)(C)(C)C1=CC=C(C=C1)C1=C(CCC1=O)C1=CC=C(C=C1)NC(OC(C)(C)C)=O (tert-butyl 4-(2-(4-tert-butylphenyl)-3-oxocyclopent-1-enyl)phenylcarbamate). Reagents/catalysts: [Pd] (palladium on carbon). Run in CO (methanol). Product: C(C)(C)(C)C1=CC=C(C=C1)C1C(CCC1O)C1=CC=C(C=C1)NC(OC(C)(C)C)=O (tert-butyl 4-(2-(4-tert-butylphenyl)-3-hydroxycyclopentyl)phenylcarbamate). As a reaction SMILES: [C:1]([C:5]1[CH:10]=[CH:9][C:8]([C:11]2[C:15](=[O:16])[CH2:14][CH2:13][C:12]=2[C:17]2[CH:22]=[CH:21][C:20]([NH:23][C:24](=[O:30])[O:25][C:26]([CH3:29])([CH3:28])[CH3:27])=[CH:19][CH:18]=2)=[CH:7][CH:6]=1)([CH3:4])([CH3:3])[CH3:2]>[Pd].CO>[C:1]([C:5]1[CH:6]=[CH:7][C:8]([CH:11]2[CH:15]([OH:16])[CH2:14][CH2:13][CH:12]2[C:17]2[CH:18]=[CH:19][C:20]([NH:23][C:24](=[O:30])[O:25][C:26]([CH3:29])([CH3:28])[CH3:27])=[CH:21][CH:22]=2)=[CH:9][CH:10]=1)([CH3:4])([CH3:2])[CH3:3]. Reported procedure: A mixture of Example 7E (20 mg, 0.049 mmol) and 10% palladium on carbon (5.25 mg, 0.049 mmol) in methanol (4 mL) was stirred at 25° C. under a hydrogen atmosphere (balloon) for 16 hours. The mixture was filtered, and the filtrate was concentrated in vacuo. The residue was directly used in the next step without further purification. 1H NMR (400 MHz, CDCl3) δ ppm 6.67-7.25 (m, 8H), 6.26 (s, 1H), 4.53 (brs, 1H), 3.52 (brs, 1H), 3.29 (br, 1H), 1.82-2.24 (m, 4H), 1.45 (s, 9H), 1.20 (s, 9H); LC/MS (ES... The reactants are C(N)(=O)OCC=1C(S[C@H]2N(C1C(=O)[O-])C([C@]2(C=2SC=CC2)NC=O)=O)NC(C)=O.[Na+] (sodium 3-carbamoyloxymethyl-7α-formamido-7β-thien-2-yl-acetamido-ceph-3-em-4-carboxylate), C(C)(=O)OO (peracetic acid). The product is C(N)(=O)OCC=1C(S([C@H]2N(C1C(=O)[O-])C([C@]2(C=2SC=CC2)NC=O)=O)=O)NC(C)=O.[Na+] (Sodium 3-Carbamoyloxymethyl-7α-formamido-7β-thien-2-yl-acetamido-ceph-3-em-4-carboxylate-1-oxide). Reaction SMILES: [C:1]([O:4][CH2:5][C:6]1[CH:7]([NH:26][C:27](=[O:29])[CH3:28])[S:8][C@@H:9]2[C@:16]([NH:22][CH:23]=[O:24])([C:17]3[S:18][CH:19]=[CH:20][CH:21]=3)[C:15](=[O:25])[N:10]2[C:11]=1[C:12]([O-:14])=[O:13])(=[O:3])[NH2:2].[Na+:30].C(OO)(=[O:33])C>>[C:1]([O:4][CH2:5][C:6]1[CH:7]([NH:26][C:27](=[O:29])[CH3:28])[S:8](=[O:33])[C@@H:9]2[C@:16]([NH:22][CH:23]=[O:24])([C:17]3[S:18][CH:19]=[CH:20][CH:21]=3)[C:15](=[O:25])[N:10]2[C:11]=1[C:12]([O-:14])=[O:13])(=[O:3])[NH2:2].[Na+:30] |f:0.1,3.4|. Procedure details: Oxidation of sodium 3-carbamoyloxymethyl-7α-formamido-7β-thien-2-yl-acetamido-ceph-3-em-4-carboxylate with peracetic acid in analogous manner to that described in Example 6(d) gives the title compound as a mixture of R- and and S-sulphoxide isomers. The reactants are OO (Hydrogen peroxide), CC1=CC=C(N=N1)NC1=CC2=C(SC3=C2C=CC=C3)C=C1 (2-(6-methylpyridazin-3-ylamino)dibenzothiophene), S(O)(O)(=O)=O (sulphuric acid). The solvent is C(Cl)Cl.CO (DCM MeOH), C(C)(=O)O (acetic acid). Reaction conditions: temperature 60 celsius. Yields the product O=S1(C2=C(C3=C1C=CC=C3)C=C(C=C2)NC=2N=NC(=CC2)C)=O (5,5-Dioxo-2-(6-methylpyridazin-3-ylamino)dibenzothiophene). RXN SMILES: OO.[CH3:3][C:4]1[N:9]=[N:8][C:7]([NH:10][C:11]2[CH:23]=[CH:22][C:14]3S[C:16]4[CH:21]=[CH:20][CH:19]=[CH:18][C:17]=4[C:13]=3[CH:12]=2)=[CH:6][CH:5]=1.[S:24](=[O:28])(=O)(O)[OH:25]>C(O)(=O)C.C(Cl)Cl.CO>[O:25]=[S:24]1(=[O:28])[C:18]2[CH:19]=[CH:20][CH:21]=[CH:16][C:17]=2[C:13]2[CH:12]=[C:11]([NH:10][C:7]3[N:8]=[N:9][C:4]([CH3:3])=[CH:5][CH:6]=3)[CH:23]=[CH:22][C:14]1=2 |f:4.5|. Procedure: Hydrogen peroxide (100 vols, 1 ml) was added to 2-(6-methylpyridazin-3-ylamino)dibenzothiophene (Example 74; 300 mgs, 1.03 mmol) in acetic acid (3 ml) and conc. sulphuric acid (0.1 ml) and the mixture was heated to 60° C. for 40 minutes. On cooling to room temperature the mixture was diluted with DCM:MeOH (1:19) washed with aqueous potassium carbonate, dried over sodium sulphate and concentrated. Chromatography (eluent gradient of DCM to DCM:MeOH(1:1)) gave the product as an off white solid (0.1...